From a dataset of the Open Reaction Database (ORD), a public repository of structured organic reaction records. describe an organic reaction: reactants, conditions, products, and yield The reactants are Cn1ccnc1, Nc1cnc2c(SCc3cccc(F)c3F)nc(SCc3cccc(F)c3F)nc2n1, CC(N)(CO)CO. Yields the product CC(CO)(CO)Nc1nc(SCc2cccc(F)c2F)nc2nc(N)cnc12. As a reaction SMILES: [CH3:39][n:40]1[cH:41][cH:42][n:43][cH:44]1.[F:1][c:2]1[c:3]([CH2:9][S:10][c:11]2[n:12][c:13]3[n:14][c:15]([NH2:31])[cH:16][n:17][c:18]3[c:19]([S:21][CH2:22][c:23]3[cH:24][cH:25][cH:26][c:27]([F:28])[c:29]3[F:30])[n:20]2)[cH:4][cH:5][cH:6][c:7]1[F:8].[NH2:32][C:33]([CH2:34][OH:35])([CH2:36][OH:37])[CH3:38]>>[F:1][c:2]1[c:3]([CH2:9][S:10][c:11]2[n:12][c:13]3[n:14][c:15]([NH2:31])[cH:16][n:17][c:18]3[c:19]([NH:32][C:33]([CH2:34][OH:35])([CH2:36][OH:37])[CH3:38])[n:20]2)[cH:4][cH:5][cH:6][c:7]1[F:8]. Starting materials: Cl (hydrochloric acid), [OH-].[K+] (potassium hydroxide), OC1=CC=CC(=C1C(C)=O)OCC(=O)OC (6′-hydroxy-2′-(methoxycarbonylmethoxy)acetophenone), C(C)(=O)NC1=CC=C(C=O)C=C1 (4-acetylaminobenzaldehyde). The solvent is O (water), C(C)O (ethanol). Run at time 8 hour. Product: C(C)(=O)NC1=CC=C(C=C1)C=CC(=O)C1=C(C=CC=C1O)OCC(=O)O (4-acetylamino-2′-(carboxymethoxy)-6′-hydroxychalcone). Isolated yield 94.4%. RXN SMILES: [OH:1][C:2]1[C:7]([C:8](=[O:10])[CH3:9])=[C:6]([O:11][CH2:12][C:13]([O:15]C)=[O:14])[CH:5]=[CH:4][CH:3]=1.[C:17]([NH:20][C:21]1[CH:28]=[CH:27][C:24]([CH:25]=O)=[CH:23][CH:22]=1)(=[O:19])[CH3:18].[OH-].[K+].Cl>C(O)C.O>[C:17]([NH:20][C:21]1[CH:28]=[CH:27][C:24]([CH:25]=[CH:9][C:8]([C:7]2[C:2]([OH:1])=[CH:3][CH:4]=[CH:5][C:6]=2[O:11][CH2:12][C:13]([OH:15])=[O:14])=[O:10])=[CH:23][CH:22]=1)(=[O:19])[CH3:18] |f:2.3|. Reported procedure: To a mixture of 6′-hydroxy-2′-(methoxycarbonylmethoxy)acetophenone (2.24 g) and 4-acetylaminobenzaldehyde (2.45 g) in ethanol (30 mL) were added water (10 mL) and potassium hydroxide (6.73 g), and the mixture was stirred at room temperature overnight. To the reaction mixture was added 2 mol/L hydrochloric acid (70 mL), and the precipitated crystals were collected by filtration. The crystals were washed with water and dried under reduced pressure to give 4-acetylamino-2′-(carboxymethoxy)-6′-hydro...